This data is from the Open Reaction Database (ORD), a public repository of structured organic reaction records. The task is: describe an organic reaction: reactants, conditions, products, and yield The reactants are COC(=O)C1N(CC(C1)NCC1=CC(=CC(=C1)C(F)(F)F)C(F)(F)F)CC1=CC=CC=C1 (Benzyl-4-(3,5-bis-trifluoromethyl-benzylamino)-pyrrolidine-2-carboxylic acid methyl ester), [Li+].[OH-] (LiOH). Solvent: C1CCOC1.O (THF H2O). Reaction conditions: time 8 hour. Yields the product C(C1=CC=CC=C1)N1C(CC(C1)NCC1=CC(=CC(=C1)C(F)(F)F)C(F)(F)F)C(=O)O (1-benzyl-4-(3,5-bis-trifluoromethyl-benzylamino)-pyrrolidine-2-carboxylic acid). Reaction SMILES: C[O:2][C:3]([CH:5]1[CH2:9][CH:8]([NH:10][CH2:11][C:12]2[CH:17]=[C:16]([C:18]([F:21])([F:20])[F:19])[CH:15]=[C:14]([C:22]([F:25])([F:24])[F:23])[CH:13]=2)[CH2:7][N:6]1[CH2:26][C:27]1[CH:32]=[CH:31][CH:30]=[CH:29][CH:28]=1)=[O:4].[Li+].[OH-]>C1COCC1.O>[CH2:26]([N:6]1[CH2:7][CH:8]([NH:10][CH2:11][C:12]2[CH:17]=[C:16]([C:18]([F:19])([F:20])[F:21])[CH:15]=[C:14]([C:22]([F:25])([F:23])[F:24])[CH:13]=2)[CH2:9][CH:5]1[C:3]([OH:4])=[O:2])[C:27]1[CH:28]=[CH:29][CH:30]=[CH:31][CH:32]=1 |f:1.2,3.4|. Procedure details: Benzyl-4-(3,5-bis-trifluoromethyl-benzylamino)-pyrrolidine-2-carboxylic acid methyl ester (124 mg, 0.269 mmol) and LiOH (53.9 mg, 1.5 mmol) were dissolved in THF/H2O (4 mL), and then stirred overnight. After removal of solvent, the residue was neutralized to PH=6-7, and then extracted by EA twice. The organic layer was washed with water and brine, dried, and concentrated to afford the title product 1-benzyl-4-(3,5-bis-trifluoromethyl-benzylamino)-pyrrolidine-2-carboxylic acid, 65 mg (54.2%) as a... Starting materials: OCc1cc(OCc2ccccc2)c(OCc2ccccc2)c(OCc2ccccc2)c1, CCOCC, O=S(Cl)Cl. Yields the product ClCc1cc(OCc2ccccc2)c(OCc2ccccc2)c(OCc2ccccc2)c1. As a reaction SMILES: [CH2:5]([c:6]1[cH:7][cH:8][cH:9][cH:10][cH:11]1)[O:12][c:13]1[cH:14][c:15]([CH2:16][OH:17])[cH:18][c:19]([O:29][CH2:30][c:31]2[cH:32][cH:33][cH:34][cH:35][cH:36]2)[c:20]1[O:21][CH2:22][c:23]1[cH:24][cH:25][cH:26][cH:27][cH:28]1.[CH3:37][CH2:38][O:39][CH2:40][CH3:41].[S:1]([Cl:2])([Cl:3])=[O:4]>>[Cl:3][CH2:16][c:15]1[cH:14][c:13]([O:12][CH2:5][c:6]2[cH:7][cH:8][cH:9][cH:10][cH:11]2)[c:20]([O:21][CH2:22][c:23]2[cH:24][cH:25][cH:26][cH:27][cH:28]2)[c:19]([O:29][CH2:30][c:31]2[cH:32][cH:33][cH:34][cH:35][cH:36]2)[cH:18]1. Starting materials: OC=1C(=C(C(C(=O)OC)=CC1)C(=O)OC)[N+](=O)[O-] (dimethyl 4-hydroxy-3-nitrophthalate). Reagents/catalysts: [Pd] (Pd/C). Run in CO (CH3OH). The product is NC1=C(C(C(=O)OC)=CC=C1O)C(=O)OC (dimethyl 3-amino-4-hydroxyphthalate). The yield is 52.0%. Reaction SMILES: [OH:1][C:2]1[C:3]([N+:16]([O-])=O)=[C:4]([C:12]([O:14][CH3:15])=[O:13])[C:5](=[CH:10][CH:11]=1)[C:6]([O:8][CH3:9])=[O:7]>CO.[Pd]>[NH2:16][C:3]1[C:2]([OH:1])=[CH:11][CH:10]=[C:5]([C:6]([O:8][CH3:9])=[O:7])[C:4]=1[C:12]([O:14][CH3:15])=[O:13]. Procedure: A mixture of the crude dimethyl 4-hydroxy-3-nitrophthalate C1-3 (25 g, 98 mmol) and Pd/C (1.0 g) in CH3OH (400 mL) was stirred at room temperature overnight under H2 atmosphere. LCMS showed that the reaction was complete. The reaction mixture was filtered through a celite pad and the filtrate was evaporated in vacuo. The residue was purified by chromatography (silica gel, PE:EA (1:1, v:v)) to yield compound C1-4 as a yellow solid (11.5 g, yield: 52%). 1H NMR (DMSO-d6, 400 MHz) δ: 10.45 (s, 1H), ... Starting materials: ClC1=CC=C(C=C1)S(=O)(=O)NC(C(=O)N)CC(CCCC)CCCC=1C=NC=CC1 (p-chlorophenylsulfonamido-4-[3-(3-pyridyl)-propyl]-octanamide), N1=CC=CC=C1 (pyridine), FC(C(=O)OC(C(F)(F)F)=O)(F)F (trifluoroacetic anhydride). Run in O1CCOCC1 (dioxane). Reaction conditions: temperature 0 celsius, time 3 hour. The product is ClC1=CC=C(C=C1)S(=O)(=O)NCCCCC(CCC#N)CCCC=1C=NC=CC1 (8-(p-chlorophenyl- sulfonamido)-4-[3-(3-pyridyl)propyl]octanenitrile). RXN SMILES: [Cl:1][C:2]1[CH:7]=[CH:6][C:5]([S:8]([NH:11][CH:12]([CH2:16][CH:17]([CH2:22][CH2:23][CH2:24][C:25]2[CH:26]=[N:27][CH:28]=[CH:29][CH:30]=2)CCCC)C(N)=O)(=[O:10])=[O:9])=[CH:4][CH:3]=1.[N:31]1C=C[CH:34]=[CH:33][CH:32]=1.F[C:38](F)(F)[C:39](OC(=O)C(F)(F)F)=O>O1CCOCC1>[Cl:1][C:2]1[CH:3]=[CH:4][C:5]([S:8]([NH:11][CH2:12][CH2:16][CH2:17][CH2:22][CH:23]([CH2:24][CH2:25][CH2:30][C:29]2[CH:28]=[N:27][CH:26]=[CH:38][CH:39]=2)[CH2:34][CH2:33][C:32]#[N:31])(=[O:9])=[O:10])=[CH:6][CH:7]=1. Procedure details: A mixture of 1.44 g of 8-(p-chlorophenylsulfonamido-4-[3-(3-pyridyl)-propyl]-octanamide and 0.52 mL pyridine in 5.8 mL dioxane is cooled to 0° C. and 0.51 mL trifluoroacetic anhydride is added over a period of 1 hour. The mixture is then stirred at room temperature for 3 hours. The reaction is quenched by the addition of saturated aqueous sodium bicarbonate solution and extracted with methylene chloride (2×20 mL). The combined organic extracts are dried, filtered and evaporated to give 8-(p-chlo... Starting materials: CCI, C1CCOC1, CCOC(C)=O, [H-], [Na+], CN(C)C=O, CN(CCO)c1ncc([N+](=O)[O-])cn1. Product: CCOCCN(C)c1ncc([N+](=O)[O-])cn1. RXN SMILES: [CH2:17]([CH3:18])[I:19].[CH2:20]1[O:21][CH2:22][CH2:23][CH2:24]1.[CH3:30][CH2:31][O:32][C:33]([CH3:34])=[O:35].[H-:16].[Na+:15].[O:25]=[CH:26][N:27]([CH3:28])[CH3:29].[OH:1][CH2:2][CH2:3][N:4]([c:5]1[n:6][cH:7][c:8]([N+:11](=[O:12])[O-:13])[cH:9][n:10]1)[CH3:14]>>[O:1]([CH2:2][CH2:3][N:4]([c:5]1[n:6][cH:7][c:8]([N+:11](=[O:12])[O-:13])[cH:9][n:10]1)[CH3:14])[CH2:17][CH3:18]. Starting materials: C(CCC)[Sn](C1=CC=NC=C1)(CCCC)CCCC (4-Tributylstannanylpyridine), BrC=1C=C2CN(C(C2=CC1)=O)CC1=CC=C(C=C1)C (5-bromo-2-(4-methyl-benzyl)-2,3-dihydro-isoindol-1-one). Reagents/catalysts: C=1C=CC(=CC1)[P](C=2C=CC=CC2)(C=3C=CC=CC3)[Pd]([P](C=4C=CC=CC4)(C=5C=CC=CC5)C=6C=CC=CC6)([P](C=7C=CC=CC7)(C=8C=CC=CC8)C=9C=CC=CC9)[P](C=1C=CC=CC1)(C=1C=CC=CC1)C=1C=CC=CC1 (Pd(PPh3)4). The solvent is C1(=CC=CC=C1)C (toluene). Yields the product CC1=CC=C(CN2C(C3=CC=C(C=C3C2)C2=NC=CC=C2)=O)C=C1 (2-(4-Methyl-benzyl)-5-pyridin-2-yl-2,3-dihydro-isoindol-1-one). The yield is 169.0%. RXN SMILES: C([Sn](CCCC)(CCCC)[C:6]1[CH:11]=[CH:10][N:9]=[CH:8][CH:7]=1)CCC.Br[C:21]1[CH:22]=[C:23]2[C:27](=[CH:28][CH:29]=1)[C:26](=[O:30])[N:25]([CH2:31][C:32]1[CH:37]=[CH:36][C:35]([CH3:38])=[CH:34][CH:33]=1)[CH2:24]2>C1(C)C=CC=CC=1.C1C=CC([P]([Pd]([P](C2C=CC=CC=2)(C2C=CC=CC=2)C2C=CC=CC=2)([P](C2C=CC=CC=2)(C2C=CC=CC=2)C2C=CC=CC=2)[P](C2C=CC=CC=2)(C2C=CC=CC=2)C2C=CC=CC=2)(C2C=CC=CC=2)C2C=CC=CC=2)=CC=1>[CH3:38][C:35]1[CH:34]=[CH:33][C:32]([CH2:31][N:25]2[CH2:24][C:23]3[C:27](=[CH:28][CH:29]=[C:21]([C:8]4[CH:7]=[CH:6][CH:11]=[CH:10][N:9]=4)[CH:22]=3)[C:26]2=[O:30])=[CH:37][CH:36]=1 |^1:49,51,70,89|. Procedure details: 4-Tributylstannanylpyridine (37 mg, 0.032 mmol), 5-bromo-2-(4-methyl-benzyl)-2,3-dihydro-isoindol-1-one (50.0 mg, 0.16 mmol) and Pd(PPh3)4 (37 mg, 0.032 mmol) were dissolved in anhydrous toluene (4 mL). The mixture was immersed in a 100° C. oil bath. After eighteen hours, the reaction was cooled and the solvent was removed under reduced pressure. The compound was purified by column chromatography (50% EtOAc/Hexanes) to provide the title compound as a brown solid (17.0 mg, 35%). 1H NMR (300 MHz, ... Starting materials: COc1cc(N)cc(OC)c1, CC(=O)O, Cn1c(=O)c(-c2c(Cl)cccc2Cl)cc2cnc(S(C)(=O)=O)nc21, O. Product: COc1cc(Nc2ncc3cc(-c4c(Cl)cccc4Cl)c(=O)n(C)c3n2)cc(OC)c1. RXN SMILES: [CH3:25][O:26][c:27]1[cH:28][c:29]([NH2:30])[cH:31][c:32]([O:34][CH3:35])[cH:33]1.[CH3:36][C:37](=[O:38])[OH:39].[Cl:1][c:2]1[c:3](-[c:9]2[cH:10][c:11]3[c:12]([n:13][c:14]([S:17]([CH3:18])(=[O:19])=[O:20])[n:15][cH:16]3)[n:21]([CH3:24])[c:22]2=[O:23])[c:4]([Cl:8])[cH:5][cH:6][cH:7]1.[OH2:40]>>[Cl:1][c:2]1[c:3](-[c:9]2[cH:10][c:11]3[c:12]([n:13][c:14]([NH:30][c:29]4[cH:28][c:27]([O:26][CH3:25])[cH:33][c:32]([O:34][CH3:35])[cH:31]4)[n:15][cH:16]3)[n:21]([CH3:24])[c:22]2=[O:23])[c:4]([Cl:8])[cH:5][cH:6][cH:7]1. Reactants: O.NN (hydrazine hydrate), ethyl ester, ClC1=CC=C(COC2=CC=C(C(=O)O)C=C2)C=C1 (4-(4-chloro benzyloxy) benzoic acid). Solvent: C(C)O (ethanol). Product: ClC1=CC=C(COC2=CC=C(C(=O)NN)C=C2)C=C1 (1-[4-(4-chlorobenzyloxy) benzoyl] hydrazine). Reaction SMILES: O.[NH2:2][NH2:3].[Cl:4][C:5]1[CH:21]=[CH:20][C:8]([CH2:9][O:10][C:11]2[CH:19]=[CH:18][C:14]([C:15](O)=[O:16])=[CH:13][CH:12]=2)=[CH:7][CH:6]=1>C(O)C>[Cl:4][C:5]1[CH:21]=[CH:20][C:8]([CH2:9][O:10][C:11]2[CH:19]=[CH:18][C:14]([C:15]([NH:2][NH2:3])=[O:16])=[CH:13][CH:12]=2)=[CH:7][CH:6]=1 |f:0.1|. Procedure: 2.75 mol of hydrazine hydrate was added to a solution of 0.275 mol of ethyl ester of 4-(4-chloro benzyloxy) benzoic acid (X) in 300 ml ethanol. The reaction medium was reflux-heated for 48 hours. After cooling, the expected product was separated by filtration and recrystallised from ethanol. Starting materials: COC(OC)N(C)C, O=C(Cc1ccnc(Cl)n1)c1ccc(F)cc1. Product: CN(C)C=C(C(=O)c1ccc(F)cc1)c1ccnc(Cl)n1. RXN SMILES: [CH3:18][O:19][CH:20]([N:21]([CH3:22])[CH3:23])[O:24][CH3:25].[Cl:1][c:2]1[n:3][cH:4][cH:5][c:6]([CH2:8][C:9](=[O:10])[c:11]2[cH:12][cH:13][c:14]([F:17])[cH:15][cH:16]2)[n:7]1>>[Cl:1][c:2]1[n:3][cH:4][cH:5][c:6]([C:8]([C:9](=[O:10])[c:11]2[cH:12][cH:13][c:14]([F:17])[cH:15][cH:16]2)=[CH:20][N:21]([CH3:22])[CH3:23])[n:7]1.